Dataset: the Open Reaction Database (ORD), a public repository of structured organic reaction records. Task: describe an organic reaction: reactants, conditions, products, and yield Starting materials: CC1=CC=C(C=C1)[C@@H]1SC2=C(N(C([C@@H]1OC(C)=O)=O)CCN(C)C(=O)OCC1=CC=CC=C1)C=CC=C2 ((±)-cis-2-(4-methylphenyl)-3-acetoxy-5-[2-(N-benzyloxycarbonyl-N-methylamino)ethyl]-2,3-dihydro-1,5-benzothiazepin-4(5H)-one), Br.C(C)(=O)O (hydrogen bromide acetic acid). Solvent: C(C)(=O)O (acetic acid). Reaction conditions: time 2 hour. Product: Br.CC1=CC=C(C=C1)[C@@H]1SC2=C(N(C([C@@H]1OC(C)=O)=O)CCNC)C=CC=C2 ((±)-cis-2-(4-methylphenyl)-3-acetoxy-5-[2-(N-methylamino)ethyl]-2,3-dihydro-1,5-benzothiazepin-4(5H)-one hydrobromide). As a reaction SMILES: [CH3:1][C:2]1[CH:7]=[CH:6][C:5]([C@H:8]2[C@@H:14]([O:15][C:16](=[O:18])[CH3:17])[C:13](=[O:19])[N:12]([CH2:20][CH2:21][N:22](C(OCC3C=CC=CC=3)=O)[CH3:23])[C:11]3[CH:34]=[CH:35][CH:36]=[CH:37][C:10]=3[S:9]2)=[CH:4][CH:3]=1.[BrH:38].C(O)(=O)C>C(O)(=O)C>[BrH:38].[CH3:1][C:2]1[CH:3]=[CH:4][C:5]([C@H:8]2[C@@H:14]([O:15][C:16](=[O:18])[CH3:17])[C:13](=[O:19])[N:12]([CH2:20][CH2:21][NH:22][CH3:23])[C:11]3[CH:34]=[CH:35][CH:36]=[CH:37][C:10]=3[S:9]2)=[CH:6][CH:7]=1 |f:1.2,4.5|. Procedure details: A mixture of 1.1 g of (±)-cis-2-(4-methylphenyl)-3-acetoxy-5-[2-(N-benzyloxycarbonyl-N-methylamino)ethyl]-2,3-dihydro-1,5-benzothiazepin-4(5H)-one, 5 ml of acetic acid and 10 ml of 25% hydrogen bromide-acetic acid is stirred at room temperature for 2 hours. After the reaction is completed, the mixture is concentrated under reduced pressure. Toluene is added to the residue, and the mixture is evaporated to remove solvent. Crystalline precipitates are collected by filtration and washed with ether.... Starting materials: O=C(Cl)c1ccccc1, CCC(C)=O, CC(C)OC(=O)c1cc(N)c(F)cc1Cl. Product: CC(C)OC(=O)c1cc(NC(=O)c2ccccc2)c(F)cc1Cl. Reaction SMILES: [C:1]([c:2]1[cH:3][cH:4][cH:5][cH:6][cH:7]1)(=[O:8])[Cl:9].[CH2:25]([C:26]([CH3:27])=[O:28])[CH3:29].[NH2:10][c:11]1[c:12]([F:24])[cH:13][c:14]([Cl:23])[c:15]([C:16](=[O:17])[O:18][CH:19]([CH3:20])[CH3:21])[cH:22]1>>[C:1]([c:2]1[cH:3][cH:4][cH:5][cH:6][cH:7]1)(=[O:8])[NH:10][c:11]1[c:12]([F:24])[cH:13][c:14]([Cl:23])[c:15]([C:16](=[O:17])[O:18][CH:19]([CH3:20])[CH3:21])[cH:22]1. Reactants: C(=O)C=1C(=C(C(=O)OC)C=CC1)O (methyl 3-formyl-2-hydroxybenzoate), [N+](=O)([O-])C1=CC=C(CBr)C=C1 (4-nitrobenzyl bromide), C([O-])([O-])=O.[K+].[K+] (potassium carbonate), CN(C=O)C (dimethylformamide). Solvent: O (water). Reaction conditions: time 1 hour. The product is C(=O)C=1C(=C(C(=O)OC)C=CC1)OCC1=CC=C(C=C1)[N+](=O)[O-] (methyl 3-formyl-2-(4-nitrobenzyloxy)benzoate). Yield: 99.4%. Reaction SMILES: [CH:1]([C:3]1[C:4]([OH:13])=[C:5]([CH:10]=[CH:11][CH:12]=1)[C:6]([O:8][CH3:9])=[O:7])=[O:2].[N+:14]([C:17]1[CH:24]=[CH:23][C:20]([CH2:21]Br)=[CH:19][CH:18]=1)([O-:16])=[O:15].C(=O)([O-])[O-].[K+].[K+].CN(C)C=O>O>[CH:1]([C:3]1[C:4]([O:13][CH2:21][C:20]2[CH:23]=[CH:24][C:17]([N+:14]([O-:16])=[O:15])=[CH:18][CH:19]=2)=[C:5]([CH:10]=[CH:11][CH:12]=1)[C:6]([O:8][CH3:9])=[O:7])=[O:2] |f:2.3.4|. Procedure: A mixture of 5.0 g of methyl 3-formyl-2-hydroxybenzoate, 11.7 g of 4-nitrobenzyl bromide, 11.7 g of potassium carbonate and 70 ml of dimethylformamide is stirred at room temperature for 1 hour. The reaction mixture is poured into water and the aqueous mixture is extracted with ethyl acetate. The extract is dried and evaporated to remove solvent to give 8.70 g of methyl 3-formyl-2-(4-nitrobenzyloxy)benzoate as colorless powder. Run at temperature -20 celsius, time 5 minute. Reported procedure: A suspension of 25.9 g. (0.15 mole) of phenyl thio copper in 1 liter dry tetrahydrofuran is cooled to -20° C. and treated by the dropwise addition of 120 ml. t-butyl lithium (0.149 mole, 1.24 M in pentane) for about 20 minutes maintaining the temperature at -20° C. The resulting green solution is stirred at -20° C. for 5 minutes and then cooled to -72° C. and treated by the dropwise addition of 17.8 g. (0.107 mole) 3,4-dimethyl-benzoyl chloride in 50 ml. tetrahydrofuran for about 20 minutes. The... The reactants are C(C)(C)(C)[Li] (t-butyl lithium), [Cl-].[NH4+] (ammonium chloride), CC=1C=C(C(=O)Cl)C=CC1C (3,4-dimethyl-benzoyl chloride), CO (methanol). Solvent: O1CCCC1 (tetrahydrofuran), O1CCCC1 (tetrahydrofuran). Reagents/catalysts: C1(=CC=CC=C1)S[Cu] (phenyl thio copper). RXN SMILES: [C:1]([Li])([CH3:4])([CH3:3])[CH3:2].[CH3:6][C:7]1[CH:8]=[C:9]([CH:13]=[CH:14][C:15]=1[CH3:16])[C:10](Cl)=[O:11].CO.[Cl-].[NH4+]>O1CCCC1.C1(S[Cu])C=CC=CC=1>[CH3:6][C:7]1[CH:8]=[C:9]([C:10](=[O:11])[C:1]([CH3:4])([CH3:3])[CH3:2])[CH:13]=[CH:14][C:15]=1[CH3:16] |f:3.4|. Yields the product CC=1C=C(C=CC1C)C(C(C)(C)C)=O (3',4' -dimethylpivalophenone). The reactants are C1(=CC=CC=C1)C(CC(C(F)(F)F)=O)=O (1-phenyl-4,4,4-trifluoro-butane-1,3-dione), C(C)(=O)C1=CC=CC=C1 (acetophenone), NC=1N=CNC1C#N (4-amino-5-cyano-1H-imidazole). The yield is 37.1%. The product is C1(=CC=CC=C1)C1=NC=2N(C(=C1)C(F)(F)F)C=NC2C#N (2-Phenyl-4-trifluoromethyl-imidazo[1,5-a]pyrimidine-8-carbonitrile). Procedure details: Reaction of 1-phenyl-4,4,4-trifluoro-butane-1,3-dione (216 mg, 1.0 mmol), prepared from commercially available acetophenone according to general procedure A, and 4-amino-5-cyano-1H-imidazole (108 mg, 1.0 mmol) according to general procedure B yielded the title compound as a yellow solid (107 mg, 37%). MS (ISP) 289.0 [(M+H)+]; mp 202° C. As a reaction SMILES: [C:1]1([C:7](=O)[CH2:8][C:9](=O)[C:10]([F:13])([F:12])[F:11])[CH:6]=[CH:5][CH:4]=[CH:3][CH:2]=1.C(C1C=CC=CC=1)(=O)C.[NH2:25][C:26]1[N:27]=[CH:28][NH:29][C:30]=1[C:31]#[N:32]>>[C:1]1([C:7]2[CH:8]=[C:9]([C:10]([F:13])([F:12])[F:11])[N:27]3[CH:28]=[N:29][C:30]([C:31]#[N:32])=[C:26]3[N:25]=2)[CH:6]=[CH:5][CH:4]=[CH:3][CH:2]=1. The reactants are [K+].[Br-] (KBr), steel, sh 270, COC(=O)C=1N=C(N2C1CN=C(C1=C2C=CC(=C1)Cl)C1=C(C=CC=C1)Cl)SC (8-chloro-6-(2-chlorophenyl)-1-methylthio-4H-imidazo[1,5-a][1,4]benzodiazepine-3-carboxylic acid methyl ester), solution, N (ammonia). Solvent: CO (methanol). Yields the product ClC=1C=CC2=C(C(=NCC=3N2C(=NC3C(=O)N)SC)C3=C(C=CC=C3)Cl)C1 (8-Chloro-6-(2-chlorophenyl)-1-methylthio-4H-imidazo[1,5-a][1,4]benzodiazepine-3-carboxamide). RXN SMILES: C[O:2][C:3]([C:5]1[N:6]=[C:7]([S:27][CH3:28])[N:8]2[C:14]3[CH:15]=[CH:16][C:17]([Cl:19])=[CH:18][C:13]=3[C:12]([C:20]3[CH:25]=[CH:24][CH:23]=[CH:22][C:21]=3[Cl:26])=[N:11][CH2:10][C:9]=12)=O.[NH3:29].[K+].[Br-]>CO>[Cl:19][C:17]1[CH:16]=[CH:15][C:14]2[N:8]3[C:7]([S:27][CH3:28])=[N:6][C:5]([C:3]([NH2:29])=[O:2])=[C:9]3[CH2:10][N:11]=[C:12]([C:20]3[CH:25]=[CH:24][CH:23]=[CH:22][C:21]=3[Cl:26])[C:13]=2[CH:18]=1 |f:2.3|. Procedure details: A mixture of 3 g (0.007 mole) of 8-chloro-6-(2-chlorophenyl)-1-methylthio-4H-imidazo[1,5-a][1,4]benzodiazepine-3-carboxylic acid methyl ester and 60 ml of 25% solution of ammonia in methanol was heated at 130° in a steel bomb for 18 hrs. The contents of the bomb were evaporated at reduced pressure to give light tan crystals, which were recrystallized from methanol/methylene chloride to yield light tan prisms with mp 270°-274° (dec.). Uv λ max 217 mμ (ε=47,200) infl 242 (23,200) sh 270 (11,500), ... Starting materials: C(=O)(OC(C)(C)C)N1CC(C1)CC(=O)OCC (Ethyl N-BOC-azetidin-3-ylacetate), [Li+].[BH4-] (LiBH4), CCOCC (ether). Reaction conditions: temperature 55 celsius. The product is C(=O)(OC(C)(C)C)N1CC(C1)C(C)O (N-BOC-Azetidin-3-ylethanol). RXN SMILES: [C:1]([N:8]1[CH2:11][CH:10]([CH2:12][C:13](OCC)=O)[CH2:9]1)([O:3][C:4]([CH3:7])([CH3:6])[CH3:5])=[O:2].[Li+].[BH4-].CC[O:22]CC>>[C:1]([N:8]1[CH2:11][CH:10]([CH:12]([OH:22])[CH3:13])[CH2:9]1)([O:3][C:4]([CH3:7])([CH3:6])[CH3:5])=[O:2] |f:1.2|. Procedure: A stirred solution of 33-4 (0.96 g, 3.9 mmol) in ether (20 mL) at ambient temperature was treated with LiBH4 (0.34 g, 15.8 mmol) then heated to 55° C. After 45 min the cooled reaction was quenched with 5% KHSO4 (10 mL) and then diluted with EtOAc. The organic phase was washed with 5% KHSO4 and brine, dried (MgSO4), and concentrated to give 33-5 (0.79 g) as a colorless oil. Rf 0.46 (silica, EtOAc). Run in C(C)(=O)OCC (ethyl acetate). As a reaction SMILES: C([O:8][C:9]1[CH:20]=[CH:19][C:12]([O:13][CH:14]2[CH2:18][CH2:17][O:16][CH2:15]2)=[CH:11][CH:10]=1)C1C=CC=CC=1>C(OCC)(=O)C.[Pd]>[O:16]1[CH2:17][CH2:18][CH:14]([O:13][C:12]2[CH:19]=[CH:20][C:9]([OH:8])=[CH:10][CH:11]=2)[CH2:15]1. Reported procedure: 3-(4-Benzyloxy-phenoxy)-tetrahydro-furan (1.80 g, 6.66 mmol) was dissolved in 30 ml ethyl acetate and stirred with 200 mg Pd/C 10% under hydrogen atmosphere for 16 hours. The catalyst was filtered off and the solvent evaporated. The residue was purified by flash chromatography on silica gel (heptane/ethyl acetate 100:0→20:80 gradient). The desired compound was obtained as a light brown solid (900 mg, 75%) MS (m/e): 179.1 (M−H+). Reactants: C(C1=CC=CC=C1)OC1=CC=C(OC2COCC2)C=C1 (3-(4-Benzyloxy-phenoxy)-tetrahydro-furan). Yields the product O1CC(CC1)OC1=CC=C(C=C1)O (4-(Tetrahydro-furan-3-yloxy)-phenol), solid. Isolated yield 75.0%. The reagents and catalysts are [Pd] (Pd/C). The reactants are O=C(OO)c1cccc(Cl)c1, ClCCl, O=Cc1ccc(N2CCN(C(=O)O)CC2)c(F)c1, [Na+], O=C([O-])O. Product: O=C(O)N1CCN(c2ccc(O)cc2F)CC1. RXN SMILES: [Cl:19][c:20]1[cH:21][cH:22][cH:23][c:24]([C:25]([O:26][OH:28])=[O:27])[cH:29]1.[Cl:35][CH2:36][Cl:37].[F:1][c:2]1[c:3]([N:10]2[CH2:11][CH2:12][N:13]([C:16](=[O:17])[OH:18])[CH2:14][CH2:15]2)[cH:4][cH:5][c:6]([CH:8]=[O:9])[cH:7]1.[Na+:34].[O-:30][C:31]([OH:32])=[O:33]>>[F:1][c:2]1[c:3]([N:10]2[CH2:11][CH2:12][N:13]([C:16](=[O:17])[OH:18])[CH2:14][CH2:15]2)[cH:4][cH:5][c:6]([OH:27])[cH:7]1.